Dataset: the Open Reaction Database (ORD), a public repository of structured organic reaction records. Task: describe an organic reaction: reactants, conditions, products, and yield Starting materials: O=C(O)C(c1ccccc1)N1CC(N2C(=O)c3ccccc3C2=O)C1=O, CN(C)CCCN, CO, O. Product: NC1CN(C(C(=O)O)c2ccccc2)C1=O. RXN SMILES: [C:1]1(=[O:2])[N:5]([CH:6]2[C:7](=[O:20])[N:8]([CH:10]([c:11]3[cH:12][cH:13][cH:14][cH:15][cH:16]3)[C:17](=[O:18])[OH:19])[CH2:9]2)[C:3](=[O:4])[c:21]2[cH:22][cH:23][cH:24][cH:25][c:26]21.[CH3:27][N:28]([CH3:29])[CH2:30][CH2:31][CH2:32][NH2:33].[CH3:34][OH:35].[OH2:36]>>[NH2:5][CH:6]1[C:7](=[O:20])[N:8]([CH:10]([c:11]2[cH:12][cH:13][cH:14][cH:15][cH:16]2)[C:17](=[O:18])[OH:19])[CH2:9]1. The reactants are OC1=C(C=O)C=CC(=C1O)O (2,3,4-trihydroxybenzaldehyde), CC1(OC(=O)CC(=O)O1)C (Meldrum's acid). Solvent: O (H2O). Conditions: temperature 75 celsius, time 2 hour. Yields the product OC1=CC=C2C=C(C(OC2=C1O)=O)C(=O)O (7,8-dihydroxy-3-carboxy-coumarin). The yield is 74.4%. As a reaction SMILES: [OH:1][C:2]1[C:9]([OH:10])=[C:8]([OH:11])[CH:7]=[CH:6][C:3]=1[CH:4]=O.CC1(C)O[C:18](=[O:19])[CH2:17][C:15](=[O:16])[O:14]1>O>[OH:11][C:8]1[C:9]([OH:10])=[C:2]2[C:3]([CH:4]=[C:17]([C:15]([OH:16])=[O:14])[C:18](=[O:19])[O:1]2)=[CH:6][CH:7]=1. Procedure details: 2,3,4-trihydroxybenzaldehyde (106.7 mg, 0.69 mmol) and Meldrum's acid (100 mg, 0.69 mmol) were combined in H2O (1 mL). The solution was stirred at 75° C. for 2 h. After cooling to room temperature, the precipitate was filtered and dried at suction to give 114.1 mg of 7,8-dihydroxy-3-carboxy-coumarin in a 74% yield. Reactants: Cl (hydrochloric acid), C(C1=CC=CC=C1)C1(CCC2(OCCO2)CC1)NCC1=CC=C(C=C1)OC ((8-benzyl-1,4-dioxaspiro[4,5]dec-8-yl)(4-methoxybenzyl)amine), C([O-])([O-])=O.[K+].[K+] (potassium carbonate). Solvent: CC(=O)C (acetone). Reaction conditions: time 20 hour. The product is C(C1=CC=CC=C1)C1(CCC(CC1)=O)NCC1=CC=C(C=C1)OC (4-Benzyl-4-(4-methoxybenzylamino)cyclohexanone). Reaction SMILES: Cl.[CH2:2]([C:9]1([NH:19][CH2:20][C:21]2[CH:26]=[CH:25][C:24]([O:27][CH3:28])=[CH:23][CH:22]=2)[CH2:18][CH2:17][C:12]2(OCC[O:13]2)[CH2:11][CH2:10]1)[C:3]1[CH:8]=[CH:7][CH:6]=[CH:5][CH:4]=1.C(=O)([O-])[O-].[K+].[K+]>CC(C)=O>[CH2:2]([C:9]1([NH:19][CH2:20][C:21]2[CH:22]=[CH:23][C:24]([O:27][CH3:28])=[CH:25][CH:26]=2)[CH2:18][CH2:17][C:12](=[O:13])[CH2:11][CH2:10]1)[C:3]1[CH:4]=[CH:5][CH:6]=[CH:7][CH:8]=1 |f:2.3.4|. Reported procedure: 6 M hydrochloric acid (7 ml) was added to a solution of (8-benzyl-1,4-dioxaspiro[4,5]dec-8-yl)(4-methoxybenzyl)amine (1.2 g, 3.3 mmol) in acetone (17 ml). The reaction solution was stirred for 20 h at room temperature, then made alkaline (pH˜9) with 25% potassium carbonate solution and extracted with diethyl ether (3×20 ml). The combined organic phases were dried with sodium sulfate and concentrated to approx. 10 ml under vacuum. The precipitated deposit was filtered off and dried under vacuum. ... Reactants: CNCCCO, CCCCCCCCCCCCI. The product is CCCCCCCCCCCCN(C)CCCO. Reaction SMILES: [CH3:1][NH:2][CH2:3][CH2:4][CH2:5][OH:6].[I:7][CH2:8][CH2:9][CH2:10][CH2:11][CH2:12][CH2:13][CH2:14][CH2:15][CH2:16][CH2:17][CH2:18][CH3:19]>>[CH3:1][N:2]([CH2:3][CH2:4][CH2:5][OH:6])[CH2:8][CH2:9][CH2:10][CH2:11][CH2:12][CH2:13][CH2:14][CH2:15][CH2:16][CH2:17][CH2:18][CH3:19]. Starting materials: [N+](=[N-])=C1C(C=2C=C(N(C2CC1)CC1=CC(=C(C=C1)Cl)Cl)C(=O)OCC1=CC=CC=C1)=O (Benzyl 5-diazo-1-(3,4-dichlorobenzyl)-4-oxo-4,5,6,7-tetrahydroindole-2-carboxylate), C(C)(C)(C)O (t-butanol), C(C)OCC (diethyl ether). The solvent is N1=C(C=C(C=C1C)C)C (collidine). The product is C(C)(C)(C)OC(=O)C1=CC=C2N(C(C=C21)C(=O)OCC2=CC=CC=C2)CC2=CC(=C(C=C2)Cl)Cl (Benzyl 4-tert-butoxycarbonyl-1-(3,4-dichlorobenzyl)cyclopenta[b]pyrrole-2-carboxylate). Yield: 97.0%. RXN SMILES: [N+](=[C:3]1[CH2:11][CH2:10][C:9]2[N:8]([CH2:12][C:13]3[CH:18]=[CH:17][C:16]([Cl:19])=[C:15]([Cl:20])[CH:14]=3)[C:7]([C:21]([O:23][CH2:24][C:25]3[CH:30]=[CH:29][CH:28]=[CH:27][CH:26]=3)=[O:22])=[CH:6][C:5]=2[C:4]1=[O:31])=[N-].[C:32]([OH:36])([CH3:35])([CH3:34])[CH3:33].C(OCC)C>N1C(C)=CC(C)=CC=1C>[C:32]([O:36][C:4]([C:3]1[C:5]2[C:9]([N:8]([CH2:12][C:13]3[CH:18]=[CH:17][C:16]([Cl:19])=[C:15]([Cl:20])[CH:14]=3)[CH:7]([C:21]([O:23][CH2:24][C:25]3[CH:26]=[CH:27][CH:28]=[CH:29][CH:30]=3)=[O:22])[CH:6]=2)=[CH:10][CH:11]=1)=[O:31])([CH3:35])([CH3:34])[CH3:33]. Procedure: Benzyl 5-diazo-1-(3,4-dichlorobenzyl)-4-oxo-4,5,6,7-tetrahydroindole-2-carboxylate (0.3 g) and t-butanol (1 mL) were heated at 180° C. in collidine (10 mL) for 30 minutes, cooled to room temperature, and poured into diethyl ether. The organic layer was washed with 2M HCl (100 mL), dried (MgSO4), and concentrated in vacuo to afford the title compound as an orange oil (0.32 g, 97%), NMR d(CDCl3) 1.45 (9H, s), 2.45-2.80 (4H, m), 3.78 (1H, dd), 5.20 (2H, d), 5.40 (2H, d), 6.80 (1H, dd), 6.95 (1H, s)... The reactants are C(C)(C)(C)OC(=O)N1[C@@H](C[C@H](C1)O)CCOC1=C(C=C(C=C1)F)CCC1=CC(=C(C=C1)F)F ((2R,4R)-1-t-butoxycarbonyl-2-[2-{2-[2-(3,4-difluorophenyl)-ethyl]-4-fluorophenoxy}ethyl]-4-hydroxypyrrolidine), [H-].[Al+3].[Li+].[H-].[H-].[H-] (lithium aluminum hydride). Run in O1CCCC1 (tetrahydrofuran). Yields the product FC=1C=C(C=CC1F)CCC1=C(OCC[C@H]2N(C[C@@H](C2)O)C)C=CC(=C1)F ((2R,4R)-2-[2-{2-[2-(3,4-Difluorophenyl)ethyl]-4-fluorophenoxy}ethyl]-4-hydroxy-1-methylpyrrolidine). Yield: 61.3%. RXN SMILES: C(O[C:6]([N:8]1[CH2:12][C@H:11]([OH:13])[CH2:10][C@H:9]1[CH2:14][CH2:15][O:16][C:17]1[CH:22]=[CH:21][C:20]([F:23])=[CH:19][C:18]=1[CH2:24][CH2:25][C:26]1[CH:31]=[CH:30][C:29]([F:32])=[C:28]([F:33])[CH:27]=1)=O)(C)(C)C.[H-].[Al+3].[Li+].[H-].[H-].[H-]>O1CCCC1>[F:33][C:28]1[CH:27]=[C:26]([CH2:25][CH2:24][C:18]2[CH:19]=[C:20]([F:23])[CH:21]=[CH:22][C:17]=2[O:16][CH2:15][CH2:14][C@@H:9]2[CH2:10][C@@H:11]([OH:13])[CH2:12][N:8]2[CH3:6])[CH:31]=[CH:30][C:29]=1[F:32] |f:1.2.3.4.5.6|. Procedure: 280 mg of (2R,4R)-1-t-butoxycarbonyl-2-[2-{2-[2-(3,4-difluorophenyl)-ethyl]-4-fluorophenoxy}ethyl]-4-hydroxypyrrolidine [prepared as described in step (b) above], 5 ml of tetrahydrofuran and 50 mg of lithium aluminum hydride were allowed to react together and subsequently treated in the same manner as described in step (b) of Example 1. The concentrated substance thus obtained was purified by silica gel column chromatography, using a 10:1 by volume mixture of methylene chloride and methanol as t...